Dataset: the Open Reaction Database (ORD), a public repository of structured organic reaction records. Task: describe an organic reaction: reactants, conditions, products, and yield Reactants: F[B-](F)(F)F, CC#N, Cc1cc(CCC(=O)c2sc(C)c3c2CC2C3C2(C)C)cc(C)c1CCC(=O)O, CCN(C(C)C)C(C)C, O=CO, NCCO, CN(C)C=O, CN(C)C(On1nnc2ccccc21)=[N+](C)C. The product is Cc1cc(CCC(=O)c2sc(C)c3c2CC2C3C2(C)C)cc(C)c1CCC(=O)NCCO. As a reaction SMILES: [B-:30]([F:31])([F:32])([F:33])[F:34].[C:70](#[N:71])[CH3:72].[CH3:1][c:2]1[c:3]([CH2:25][CH2:26][C:27](=[O:28])[OH:29])[c:4]([CH3:24])[cH:5][c:6]([CH2:8][CH2:9][C:10]([c:11]2[c:12]3[c:16]([c:17]([CH3:19])[s:18]2)[CH:15]2[CH:14]([CH2:13]3)[C:20]2([CH3:21])[CH3:22])=[O:23])[cH:7]1.[CH:52]([N:53]([CH2:54][CH3:55])[CH:56]([CH3:57])[CH3:58])([CH3:59])[CH3:60].[CH:73]([OH:74])=[O:75].[NH2:61][CH2:62][CH2:63][OH:64].[O:65]=[CH:66][N:67]([CH3:68])[CH3:69].[n:35]1([O:36][C:37]([N:38]([CH3:39])[CH3:40])=[N+:41]([CH3:42])[CH3:43])[c:44]2[cH:45][cH:46][cH:47][cH:48][c:49]2[n:50][n:51]1>>[CH3:1][c:2]1[c:3]([CH2:25][CH2:26][C:27](=[O:29])[NH:61][CH2:62][CH2:63][OH:64])[c:4]([CH3:24])[cH:5][c:6]([CH2:8][CH2:9][C:10]([c:11]2[c:12]3[c:16]([c:17]([CH3:19])[s:18]2)[CH:15]2[CH:14]([CH2:13]3)[C:20]2([CH3:21])[CH3:22])=[O:23])[cH:7]1. Reactants: C([O-])([O-])=O.[K+].[K+] (Potassium Carbonate), C(C)(C)(C)OC(=O)N1CCN(CC1)C=1C=C(C=CC1)B(O)O (3-(4-(tert-butoxycarbonyl)piperazin-1-yl)phenylboronic acid), C(Cl)Cl (CH2Cl2), C(C)(C)(C)OC(=O)N1CCN(CC1)C=1C=C(C=CC1)B(O)O (3-(4-(tert-butoxycarbonyl)piperazin-1-yl)phenylboronic acid), ClC1=NC2=CC=C(C=C2C(=N1)Cl)Cl (2,4,6-trichloroquinazoline). Reagents/catalysts: C1=CC=C(C=C1)P([C-]2C=CC=C2)C3=CC=CC=C3.C1=CC=C(C=C1)P([C-]2C=CC=C2)C3=CC=CC=C3.Cl[Pd]Cl.[Fe+2] (PdCl2(dppf)). The solvent is CN(C=O)C (N,N-dimethylformamide). Run at temperature 85 celsius, time 3 hour. Yields the product ClC1=NC2=CC=C(C=C2C(=N1)C=1C=C(C=CC1)N1CCN(CC1)C(=O)OC(C)(C)C)Cl (tert-butyl 4-(3-(2,6-dichloroquinazolin-4-yl)phenyl)piperazine-1-carboxylate). Reaction SMILES: [C:1]([O:5][C:6]([N:8]1[CH2:13][CH2:12][N:11]([C:14]2[CH:15]=[C:16](B(O)O)[CH:17]=[CH:18][CH:19]=2)[CH2:10][CH2:9]1)=[O:7])([CH3:4])([CH3:3])[CH3:2].[Cl:23][C:24]1[N:33]=[C:32](Cl)[C:31]2[C:26](=[CH:27][CH:28]=[C:29]([Cl:35])[CH:30]=2)[N:25]=1.C(Cl)Cl.C(=O)([O-])[O-].[K+].[K+]>CN(C)C=O.C1C=CC(P(C2C=CC=CC=2)[C-]2C=CC=C2)=CC=1.C1C=CC(P(C2C=CC=CC=2)[C-]2C=CC=C2)=CC=1.Cl[Pd]Cl.[Fe+2]>[Cl:23][C:24]1[N:33]=[C:32]([C:16]2[CH:15]=[C:14]([N:11]3[CH2:12][CH2:13][N:8]([C:6]([O:5][C:1]([CH3:4])([CH3:3])[CH3:2])=[O:7])[CH2:9][CH2:10]3)[CH:19]=[CH:18][CH:17]=2)[C:31]2[C:26](=[CH:27][CH:28]=[C:29]([Cl:35])[CH:30]=2)[N:25]=1 |f:3.4.5,7.8.9.10|. Reported procedure: Into a 50-mL round-bottom flask purged and maintained with an inert atmosphere of nitrogen, was placed a solution of 3-(4-(tert-butoxycarbonyl)piperazin-1-yl)phenylboronic acid (intermediate 60.2) (960 mg, 3.14 mmol, 1.00 equiv), 2,4,6-trichloroquinazoline (800 mg, 3.43 mmol, 1.09 equiv), PdCl2(dppf).CH2Cl2 (130 mg, 0.16 mmol, 0.05 equiv), Potassium Carbonate (860 mg, 6.23 mmol, 1.99 equiv) in N,N-dimethylformamide (30 mL). The resulting solution was stirred for 3 h at 85° C. The reaction was th... Starting materials: CN(C)C=O, C=C[Sn](C=C)(C=C)C=C, Cc1ccc(S(=O)(=O)n2cc(I)c3c(Nc4ccc5cn[nH]c5c4)nc(Cl)nc32)cc1, c1ccc(P(c2ccccc2)(c2ccccc2)[Pd](P(c2ccccc2)(c2ccccc2)c2ccccc2)(P(c2ccccc2)(c2ccccc2)c2ccccc2)P(c2ccccc2)(c2ccccc2)c2ccccc2)cc1. Yields the product C=Cc1cn(S(=O)(=O)c2ccc(C)cc2)c2nc(Cl)nc(Nc3ccc4cn[nH]c4c3)c12. As a reaction SMILES: [CH3:41][N:42]([CH3:43])[CH:44]=[O:45].[CH:32](=[CH2:33])[Sn:34]([CH:35]=[CH2:36])([CH:37]=[CH2:38])[CH:39]=[CH2:40].[Cl:1][c:2]1[n:3][c:4]([NH:22][c:23]2[cH:24][cH:25][c:26]3[cH:27][n:28][nH:29][c:30]3[cH:31]2)[c:5]2[c:6]([n:7]1)[n:8]([S:12](=[O:13])(=[O:14])[c:15]1[cH:16][cH:17][c:18]([CH3:19])[cH:20][cH:21]1)[cH:9][c:10]2[I:11].[cH:46]1[cH:47][cH:48][c:49]([P:50]([Pd:51]([P:52]([c:53]2[cH:54][cH:55][cH:56][cH:57][cH:58]2)([c:59]2[cH:60][cH:61][cH:62][cH:63][cH:64]2)[c:65]2[cH:66][cH:67][cH:68][cH:69][cH:70]2)([P:71]([c:72]2[cH:73][cH:74][cH:75][cH:76][cH:77]2)([c:78]2[cH:79][cH:80][cH:81][cH:82][cH:83]2)[c:84]2[cH:85][cH:86][cH:87][cH:88][cH:89]2)[P:90]([c:91]2[cH:92][cH:93][cH:94][cH:95][cH:96]2)([c:97]2[cH:98][cH:99][cH:100][cH:101][cH:102]2)[c:103]2[cH:104][cH:105][cH:106][cH:107][cH:108]2)([c:109]2[cH:110][cH:111][cH:112][cH:113][cH:114]2)[c:115]2[cH:116][cH:117][cH:118][cH:119][cH:120]2)[cH:121][cH:122]1>>[Cl:1][c:2]1[n:3][c:4]([NH:22][c:23]2[cH:24][cH:25][c:26]3[cH:27][n:28][nH:29][c:30]3[cH:31]2)[c:5]2[c:6]([n:7]1)[n:8]([S:12](=[O:13])(=[O:14])[c:15]1[cH:16][cH:17][c:18]([CH3:19])[cH:20][cH:21]1)[cH:9][c:10]2[CH:32]=[CH2:33]. Reactants: C1(CC1)C1=C(C(=CC=C1)C)C=C(Br)Br (1-cyclopropyl-2-(2,2-dibromo-vinyl)-3-methyl-benzene), C(CN)N (ethylenediamine). The product is C1(CC1)C1=C(CC=2NCCN2)C(=CC=C1)C (2-(2-cyclopropyl-6-methyl-benzyl)-4,5-dihydro-1H-imidazole). As a reaction SMILES: [CH:1]1([C:4]2[CH:9]=[CH:8][CH:7]=[C:6]([CH3:10])[C:5]=2[CH:11]=[C:12](Br)Br)[CH2:3][CH2:2]1.[CH2:15]([NH2:18])[CH2:16][NH2:17]>>[CH:1]1([C:4]2[CH:9]=[CH:8][CH:7]=[C:6]([CH3:10])[C:5]=2[CH2:11][C:12]2[NH:17][CH2:16][CH2:15][N:18]=2)[CH2:3][CH2:2]1. Procedure details: 2-(2-cyclopropyl-6-methyl-benzyl)-4,5-dihydro-1H-imidazole was prepared from 1-cyclopropyl-2-(2,2-dibromo-vinyl)-3-methyl-benzene and ethylenediamine in analogy to Example 1e): yellow crystals; MS (ISP): 215.3 ([M+H]+, 100%). Starting materials: CN1CCN(C(=O)c2ccc3c(c2)[nH]c2c(C#N)ccc(N4CCCC(NC(=O)OCc5ccccc5)C4)c23)CC1, CS(C)=O, [K+], [OH-], O, OO. The product is CN1CCN(C(=O)c2ccc3c(c2)[nH]c2c(C(N)=O)ccc(N4CCCC(NC(=O)OCc5ccccc5)C4)c23)CC1. RXN SMILES: [C:1](#[N:2])[c:3]1[cH:4][cH:5][c:6]([N:25]2[CH2:26][CH:27]([NH:31][C:32]([O:33][CH2:34][c:35]3[cH:36][cH:37][cH:38][cH:39][cH:40]3)=[O:41])[CH2:28][CH2:29][CH2:30]2)[c:7]2[c:8]3[cH:9][cH:10][c:11]([C:16](=[O:17])[N:18]4[CH2:19][CH2:20][N:21]([CH3:24])[CH2:22][CH2:23]4)[cH:12][c:13]3[nH:14][c:15]12.[CH3:47][S:48]([CH3:49])=[O:50].[K+:43].[OH-:42].[OH2:46].[OH:44][OH:45]>>[C:1]([NH2:2])([c:3]1[cH:4][cH:5][c:6]([N:25]2[CH2:26][CH:27]([NH:31][C:32]([O:33][CH2:34][c:35]3[cH:36][cH:37][cH:38][cH:39][cH:40]3)=[O:41])[CH2:28][CH2:29][CH2:30]2)[c:7]2[c:8]3[cH:9][cH:10][c:11]([C:16](=[O:17])[N:18]4[CH2:19][CH2:20][N:21]([CH3:24])[CH2:22][CH2:23]4)[cH:12][c:13]3[nH:14][c:15]12)=[O:42]. Reactants: Br, O=C(O)O, CC(=O)[O-], CC(=O)O, CCOC(C)=O, Cc1c(-c2ccc3c(c2)CN(C(C)C)C3=O)nnn1-c1ccc(F)cc1F, [Na+], O. The product is Cc1c(-c2ccc3c(c2)C(=O)N(C(C)C)C3=O)nnn1-c1ccc(F)cc1F. As a reaction SMILES: [Br:33].[C:35](=[O:36])([OH:37])[OH:38].[CH3:29][C:30]([O-:31])=[O:32].[CH3:39][C:40](=[O:41])[OH:42].[CH3:43][CH2:44][O:45][C:46](=[O:47])[CH3:48].[CH:1]([CH3:2])([CH3:3])[N:4]1[C:5](=[O:27])[c:6]2[cH:7][cH:8][c:9](-[c:13]3[n:14][n:15][n:16](-[c:19]4[c:20]([F:26])[cH:21][c:22]([F:25])[cH:23][cH:24]4)[c:17]3[CH3:18])[cH:10][c:11]2[CH2:12]1.[Na+:28].[OH2:34]>>[CH:1]([CH3:2])([CH3:3])[N:4]1[C:5](=[O:27])[c:6]2[cH:7][cH:8][c:9](-[c:13]3[n:14][n:15][n:16](-[c:19]4[c:20]([F:26])[cH:21][c:22]([F:25])[cH:23][cH:24]4)[c:17]3[CH3:18])[cH:10][c:11]2[C:12]1=[O:31]. The reactants are COC1(CCCCCC1)OC (1,1-dimethoxycycloheptane), ClC=1C=C(C=C(C1)Cl)SC1=C(N=C(N1COCCO)C)C(C)C (5-(3,5-Dichlorophenylthio)-4-isopropyl-1-[2-hydroxyethoxymethyl]-2-methyl-1H-imidazole), O.C1(=CC=C(C=C1)S(=O)(=O)O)C (p-toluenesulfonic acid hydrate), C1(=CC=CC=C1)C (toluene). Solvent: C(Cl)Cl (methylene chloride). Product: C1(=CCCCCC1)OCCOCN1C(=NC(=C1SC1=CC(=CC(=C1)Cl)Cl)C(C)C)C (1-[2-(Cyclohepten-1-yloxy)ethoxymethyl]-5-(3,5-dichlorophenylthio)-4-isopropyl-2-methyl-1H-imidazole). The yield is 557.9%. RXN SMILES: [Cl:1][C:2]1[CH:3]=[C:4]([S:9][C:10]2[N:14]([CH2:15][O:16][CH2:17][CH2:18][OH:19])[C:13]([CH3:20])=[N:12][C:11]=2[CH:21]([CH3:23])[CH3:22])[CH:5]=[C:6]([Cl:8])[CH:7]=1.O.[C:25]1([CH3:35])[CH:30]=[CH:29][C:28](S(O)(=O)=O)=[CH:27][CH:26]=1.C1(C)C=CC=CC=1.COC1(OC)CCCCCC1>C(Cl)Cl>[C:26]1([O:19][CH2:18][CH2:17][O:16][CH2:15][N:14]2[C:10]([S:9][C:4]3[CH:5]=[C:6]([Cl:8])[CH:7]=[C:2]([Cl:1])[CH:3]=3)=[C:11]([CH:21]([CH3:23])[CH3:22])[N:12]=[C:13]2[CH3:20])[CH2:27][CH2:28][CH2:29][CH2:30][CH2:25][CH:35]=1 |f:1.2|. Procedure: A solution of the compound 8 (450 mg, 1.20 mmol) and p-toluenesulfonic acid hydrate (20.0 mg, 0.105 mmol) in a mixture of methylene chloride (1 mL) - toluene (0.1 mL) was concentrated under reduced pressure. The residue was dissolved in toluene (2 mL), to which was added 1,1-dimethoxycycloheptane (1.51 g, 12.0 mmol). The reaction mixture was heated under reflux over 1 hour and concentrated to a small quantity. A drop of triethylamine was added to the reaction mixture, and the mixture was concent... Reported procedure: To a solution of the crude 8-(chloromethyl)imidazo[1,2-a]pyridine (6.8 mmol, 1 eq) and 2-hydroxy-5-methoxybenzaldehyde (1.3 g, 8.1 mmol, 1.2 eq) in DMF (20 mL) was added potassium carbonate (2.8 g, 20.4 mmol, 3 eq) and the reaction mixture was heated at 85-90° C. for 5 h. DMF was removed under vacuum and the residue was taken in ethyl acetate and filtered. The solid was washed with additional ethyl acetate, and then dried and evaporated to give the crude, which was purified by column chromatogra... Solvent: CN(C)C=O (DMF). As a reaction SMILES: Cl[CH2:2][C:3]1[C:4]2[N:5]([CH:9]=[CH:10][N:11]=2)[CH:6]=[CH:7][CH:8]=1.[OH:12][C:13]1[CH:20]=[CH:19][C:18]([O:21][CH3:22])=[CH:17][C:14]=1[CH:15]=[O:16].C(=O)([O-])[O-].[K+].[K+]>CN(C=O)C>[N:11]1[CH:10]=[CH:9][N:5]2[CH:6]=[CH:7][CH:8]=[C:3]([CH2:2][O:12][C:13]3[CH:20]=[CH:19][C:18]([O:21][CH3:22])=[CH:17][C:14]=3[CH:15]=[O:16])[C:4]=12 |f:2.3.4|. The reactants are ClCC=1C=2N(C=CC1)C=CN2 (8-(chloromethyl)imidazo[1,2-a]pyridine), OC1=C(C=O)C=C(C=C1)OC (2-hydroxy-5-methoxybenzaldehyde), C([O-])([O-])=O.[K+].[K+] (potassium carbonate). Run at temperature 87.5 celsius. The product is N=1C=CN2C1C(=CC=C2)COC2=C(C=O)C=C(C=C2)OC (2-(imidazo[1,2-a]pyridin-8-ylmethoxy)-5-methoxybenzaldehyde). Yield: 45.0%. The reactants are COC=1C=C(CC2N(CCC3=C(C=CC(=C23)OC)O)CC(=O)NCC2=NC=CC=C2)C=CC1OC (2-[1-(3,4-dimethoxy-benzyl)-5-hydroxy-8-methoxy-3,4-dihydro-1H-isoquinolin-2-yl]-N-(pyridin-2-yl-methyl)-acetamide), BrCCF (1-bromo-2-fluoro-ethane). Yields the product COC=1C=C(CC2N(CCC3=C(C=CC(=C23)OC)OCCF)CC(=O)NCC2=NC=CC=C2)C=CC1OC (2-[1-(3,4-dimethoxy-benzyl)-5-(2-fluoro-ethoxy)-8-methoxy-3,4-dihydro-1H-isoquinolin-2-yl]-N-(pyridin-2-yl-methyl)-acetamide). Reaction SMILES: [CH3:1][O:2][C:3]1[CH:4]=[C:5]([CH:31]=[CH:32][C:33]=1[O:34][CH3:35])[CH2:6][CH:7]1[C:16]2[C:11](=[C:12]([OH:19])[CH:13]=[CH:14][C:15]=2[O:17][CH3:18])[CH2:10][CH2:9][N:8]1[CH2:20][C:21]([NH:23][CH2:24][C:25]1[CH:30]=[CH:29][CH:28]=[CH:27][N:26]=1)=[O:22].Br[CH2:37][CH2:38][F:39]>>[CH3:1][O:2][C:3]1[CH:4]=[C:5]([CH:31]=[CH:32][C:33]=1[O:34][CH3:35])[CH2:6][CH:7]1[C:16]2[C:11](=[C:12]([O:19][CH2:37][CH2:38][F:39])[CH:13]=[CH:14][C:15]=2[O:17][CH3:18])[CH2:10][CH2:9][N:8]1[CH2:20][C:21]([NH:23][CH2:24][C:25]1[CH:30]=[CH:29][CH:28]=[CH:27][N:26]=1)=[O:22]. Procedure details: prepared by reaction of 2-[1-(3,4-dimethoxy-benzyl)-5-hydroxy-8-methoxy-3,4-dihydro-1H-isoquinolin-2-yl]-N-(pyridin-2-yl-methyl)-acetamide with 1-bromo-2-fluoro-ethane